From a dataset of the Open Reaction Database (ORD), a public repository of structured organic reaction records. describe an organic reaction: reactants, conditions, products, and yield The reactants are CC=1N(C(=CC1)C)[C@@H]1C=C[C@@H](C1)C(=O)OC ((1R,4S)-methyl 4-(2,5-dimethyl-1H-pyrrol-1-yl)cyclopent-2-enecarboxylate), lithium hexamethyl bis(trimethylsilyl)amide, BrCCCBr (1,3-Dibromopropane). The solvent is O1CCCC1 (tetrahydrofuran). Reaction conditions: temperature -20 celsius, time 1 hour. Product: BrCCC[C@@]1(C=C[C@H](C1)N1C(=CC=C1C)C)C(=O)OC ((1R,4S)-methyl 1-(3-bromopropyl)-4-(2,5-dimethyl-1H-pyrrol-1-yl)cyclopent-2-enecarboxylate). As a reaction SMILES: [CH3:1][C:2]1[N:3]([C@H:8]2[CH2:12][C@@H:11]([C:13]([O:15][CH3:16])=[O:14])[CH:10]=[CH:9]2)[C:4]([CH3:7])=[CH:5][CH:6]=1.[Br:17][CH2:18][CH2:19][CH2:20]Br>O1CCCC1>[Br:17][CH2:18][CH2:19][CH2:20][C@@:11]1([C:13]([O:15][CH3:16])=[O:14])[CH2:12][C@H:8]([N:3]2[C:2]([CH3:1])=[CH:6][CH:5]=[C:4]2[CH3:7])[CH:9]=[CH:10]1. Procedure details: To a solution of Example 1B (16.5 g, 74.4 mmol) in tetrahydrofuran (200 ml) was added dropwise lithium hexamethyl bis(trimethylsilyl)amide (1 M in tetrahydrofuran, 119 mL) at −50° C. The reaction mixture was stirred for 1 hour at the same temperature. 1,3-Dibromopropane (150 g, 744 mmol) was added dropwise over 1 hour. The reaction mixture was allowed to warm to −20° C. and stirred at the same temperature for 1 hour. LCMS showed that the reaction was complete. The reaction mixture was quenched w... Procedure details: To a solution of 1.5 g of 5-methyl-3-phenyl-4-isoxazolecarboxylic acid in 50 mL of anhydrous tetrahydrofuran stirred at −78 ° C. under N2 atmosphere, 5.9 mL of a 2.5M solution of n-buthyl lithium in n-hexane was added and the solution was stirred at −78° C. for 2 hours. Afterwards, 0.89 mL of benzyl bromide was added at −78° C. and the solution stirred at room temperature for 2 hours. After overnight resting, the solution was poured into water (300 mL), acidified with hydrochloric acid and extra... Conditions: temperature -78 celsius, time 2 hour. Yield: 84.0%. RXN SMILES: [CH3:1][C:2]1[O:6][N:5]=[C:4]([C:7]2[CH:12]=[CH:11][CH:10]=[CH:9][CH:8]=2)[C:3]=1[C:13]([OH:15])=[O:14].[Li].[CH2:17](Br)[C:18]1[CH:23]=[CH:22][CH:21]=[CH:20][CH:19]=1.Cl>O1CCCC1.CCCCCC.O>[C:7]1([C:4]2[C:3]([C:13]([OH:15])=[O:14])=[C:2]([CH2:1][CH2:17][C:18]3[CH:23]=[CH:22][CH:21]=[CH:20][CH:19]=3)[O:6][N:5]=2)[CH:12]=[CH:11][CH:10]=[CH:9][CH:8]=1 |^1:15|. Yields the product C1(=CC=CC=C1)C1=NOC(=C1C(=O)O)CCC1=CC=CC=C1 (3-Phenyl-5-(2-phenylethyl)isoxazole-4-carboxylic acid). Starting materials: solution, [Li] (lithium), C(C1=CC=CC=C1)Br (benzyl bromide), CC1=C(C(=NO1)C1=CC=CC=C1)C(=O)O (5-methyl-3-phenyl-4-isoxazolecarboxylic acid), Cl (hydrochloric acid). Solvent: CCCCCC (n-hexane), O (water), O1CCCC1 (tetrahydrofuran). The yield is 26.2%. Solvent: CN(C=O)C (N,N-dimethylformamide), C(C)(=O)OCC (ethyl acetate), O (water). Reactants: NC=1SC=C(N1)C(C(=O)NC1[C@@H]2N(C(=C(CS2)C=C)C(=O)[O-])C1=O)=NOC.[Na+] (sodium 7-[2-(2-aminothiazol-4-yl)-2-methoxyiminoacetamido]-3-vinyl-3-cephem-4-carboxylate), [I-].[Na+] (sodium iodide), C(C)(=O)OC(CC)Br (1-bromopropyl acetate), C(C)(C)OC(C)C (diisopropyl ether), C(C)(C)OC(C)C (diisopropyl ether). The product is NC=1SC=C(N1)C(C(=O)NC1[C@@H]2N(C(=C(CS2)C=C)C(=O)OC(CC)OC(C)=O)C1=O)=NOC (1-acetoxypropyl 7-[2-(2-aminothiazol-4-yl)-2-methoxyiminoacetamido]-3-vinyl-3-cephem-4-carboxylate). Procedure: To a solution of sodium 7-[2-(2-aminothiazol-4-yl)-2-methoxyiminoacetamido]-3-vinyl-3-cephem-4-carboxylate (syn isomer)(2.0 g) in N,N-dimethylformamide (40 ml) was added sodium iodide (0.8 g) and 1-bromopropyl acetate (0.9 g) under ice-cooling with stirring, and the stirring was continued at the same temperature for half an hour. The reaction mixture was poured into a mixture of water and ethyl acetate, and the separated organic solution was washed twice with a saturated aqueous sodium chloride ... Reaction SMILES: [NH2:1][C:2]1[S:3][CH:4]=[C:5]([C:7](=[N:25][O:26][CH3:27])[C:8]([NH:10][CH:11]2[C:23](=[O:24])[N:13]3[C:14]([C:20]([O-:22])=[O:21])=[C:15]([CH:18]=[CH2:19])[CH2:16][S:17][C@H:12]23)=[O:9])[N:6]=1.[Na+].[I-].[Na+].[C:31]([O:34][CH:35](Br)[CH2:36][CH3:37])(=[O:33])[CH3:32].C(OC(C)C)(C)C>CN(C)C=O.C(OCC)(=O)C.O>[NH2:1][C:2]1[S:3][CH:4]=[C:5]([C:7](=[N:25][O:26][CH3:27])[C:8]([NH:10][CH:11]2[C:23](=[O:24])[N:13]3[C:14]([C:20]([O:22][CH:35]([O:34][C:31](=[O:33])[CH3:32])[CH2:36][CH3:37])=[O:21])=[C:15]([CH:18]=[CH2:19])[CH2:16][S:17][C@H:12]23)=[O:9])[N:6]=1 |f:0.1,2.3|. Reactants: CC(=O)O[BH-](OC(C)=O)OC(C)=O, c1ccc2c(c1)CCCN2, CN1CCC(=O)CC1, CC(=O)O, ClCCCl, [Na+]. Product: CN1CCC(N2CCCc3ccccc32)CC1. RXN SMILES: [C:19]([O:20][BH-:21]([O:22][C:23](=[O:24])[CH3:25])[O:26][C:27](=[O:28])[CH3:29])(=[O:30])[CH3:31].[CH2:1]1[CH2:2][NH:3][c:4]2[cH:5][cH:6][cH:7][cH:8][c:9]2[CH2:10]1.[CH3:11][N:12]1[CH2:13][CH2:14][C:15](=[O:18])[CH2:16][CH2:17]1.[CH3:33][C:34](=[O:35])[OH:36].[Cl:37][CH2:38][CH2:39][Cl:40].[Na+:32]>>[CH2:1]1[CH2:2][N:3]([CH:15]2[CH2:14][CH2:13][N:12]([CH3:11])[CH2:17][CH2:16]2)[c:4]2[cH:5][cH:6][cH:7][cH:8][c:9]2[CH2:10]1. Starting materials: CC(C(=O)O)=CC1=CC(=CC=C1)F (α-methyl-3-fluorocinnamic acid), [H][H] (hydrogen). RXN SMILES: [CH3:1][C:2](=[CH:6][C:7]1[CH:12]=[CH:11][CH:10]=[C:9]([F:13])[CH:8]=1)[C:3]([OH:5])=[O:4].[H][H]>[Pt]=O.CO>[CH3:1][CH:2]([CH2:6][C:7]1[CH:12]=[CH:11][CH:10]=[C:9]([F:13])[CH:8]=1)[C:3]([OH:5])=[O:4]. Procedure: 15.6 G. of the above product from Example 4 was hydrogenated at 40 pounds per square inch in 800 ml. of methanol with 3 g. of platinum oxide catalyst. After the theoretical uptake of hydrogen, the hydrogenation was stopped. The catalyst was removed by filtration and the solvent removed in vacuo giving a theoretical yield of the desired product, α-methyl-3-fluorohydrocinnamic acid. Reagents/catalysts: [Pt]=O (platinum oxide). Solvent: CO (methanol). The product is CC(C(=O)O)CC1=CC(=CC=C1)F (α-methyl-3-fluorohydrocinnamic acid). The reactants are BrC1=CC=C(C=2N1N=C(N2)C2(CC2)C(=O)O)OC (1-(5-Bromo-8-methoxy-[1,2,4]triazolo[1,5-a]pyridin-2-yl)cyclopropanecarboxylic acid), CC1(OB(OC1(C)C)C=1C=C2COC(C2=CC1)=O)C (5-(4,4,5,5-tetramethyl-1,3,2-dioxaborolan-2-yl)-3H-isobenzofuran-1-one), B([O-])[O-] (boronate), C1(CCCCC1)P(C1CCCCC1)C1CCCCC1 (PCy3), [O-]P(=O)([O-])[O-].[K+].[K+].[K+] (K3PO4). The reagents and catalysts are C=1C=CC(=CC1)/C=C/C(=O)/C=C/C2=CC=CC=C2.C=1C=CC(=CC1)/C=C/C(=O)/C=C/C2=CC=CC=C2.C=1C=CC(=CC1)/C=C/C(=O)/C=C/C2=CC=CC=C2.[Pd].[Pd] (Pd2(dba)3). Solvent: O (water), CCOC(=O)C (EtOAc), O1CCOCC1 (dioxane). Run at temperature 110 celsius. Yields the product COC=1C=2N(C(=CC1)C=1C=C3COC(C3=CC1)=O)N=C(N2)C2(CC2)C(=O)O (1-[8-Methoxy-5-(1-oxo-3H-isobenzofuran-5-yl)-[1,2,4]triazolo[1,5-a]pyridin-2-yl]cyclopropanecarboxylic acid). Reaction SMILES: Br[C:2]1[N:7]2[N:8]=[C:9]([C:11]3([C:14]([OH:16])=[O:15])[CH2:13][CH2:12]3)[N:10]=[C:6]2[C:5]([O:17][CH3:18])=[CH:4][CH:3]=1.CC1(C)C(C)(C)OB([C:27]2[CH:28]=[C:29]3[C:33](=[CH:34][CH:35]=2)[C:32](=[O:36])[O:31][CH2:30]3)O1.B([O-])[O-].C1(P(C2CCCCC2)C2CCCCC2)CCCCC1.[O-]P([O-])([O-])=O.[K+].[K+].[K+]>O1CCOCC1.O.CCOC(C)=O.C1C=CC(/C=C/C(/C=C/C2C=CC=CC=2)=O)=CC=1.C1C=CC(/C=C/C(/C=C/C2C=CC=CC=2)=O)=CC=1.C1C=CC(/C=C/C(/C=C/C2C=CC=CC=2)=O)=CC=1.[Pd].[Pd]>[CH3:18][O:17][C:5]1[C:6]2[N:7]([N:8]=[C:9]([C:11]3([C:14]([OH:16])=[O:15])[CH2:13][CH2:12]3)[N:10]=2)[C:2]([C:27]2[CH:28]=[C:29]3[C:33](=[CH:34][CH:35]=2)[C:32](=[O:36])[O:31][CH2:30]3)=[CH:3][CH:4]=1 |f:4.5.6.7,11.12.13.14.15|. Reported procedure: 1-(5-Bromo-8-methoxy-[1,2,4]triazolo[1,5-a]pyridin-2-yl)cyclopropanecarboxylic acid (1.00 g, 3.20 mmol) and 5-(4,4,5,5-tetramethyl-1,3,2-dioxaborolan-2-yl)-3H-isobenzofuran-1-one (preparation of the boronate was described in WO2011/134468) (1.67 g, 6.40 mmol) were dissolved in degassed dioxane (16 mL). Pd2(dba)3 (29 mg, 32 μmol), PCy3 (18 mg, 64 μmol) and K3PO4 (2.38 g, 11.2 mmol) were mixed in degassed water (10 mL). The two solutions were mixed and subsequently heated in a micro wave oven to 1...